This data is from the Open Reaction Database (ORD), a public repository of structured organic reaction records. The task is: describe an organic reaction: reactants, conditions, products, and yield Reactants: BrC1=CC(=C(C=C1)C1=C(C=NN1C1COCCOC1)C(=O)OCC)[N+](=O)[O-] (ethyl 5-(4-bromo-2-nitrophenyl)-1-(1,4-dioxepan-6-yl)-1H-pyrazole-4-carboxylate), O (water), COC1=NC=C(C(=C1C)B(O)O)C ((2-methoxy-3,5-dimethylpyridin-4-yl)boronic acid), C(C)(=O)OCC (ethyl acetate). The solvent is O1CCOCC1 (1,4-dioxane). Conditions: temperature 100 celsius, time 6.75 hour. Yields the product O1CCOCC(C1)N1N=CC(=C1C1=C(C=C(C=C1)C1=C(C(=NC=C1C)OC)C)[N+](=O)[O-])C(=O)OCC (ethyl 1-(1,4-dioxepan-6-yl)-5-[4-(2-methoxy-3,5-dimethylpyridin-4-yl)-2-nitrophenyl]-1H-pyrazole-4-carboxylate). The yield is 155.5%. RXN SMILES: Br[C:2]1[CH:7]=[CH:6][C:5]([C:8]2[N:12]([CH:13]3[CH2:19][O:18][CH2:17][CH2:16][O:15][CH2:14]3)[N:11]=[CH:10][C:9]=2[C:20]([O:22][CH2:23][CH3:24])=[O:21])=[C:4]([N+:25]([O-:27])=[O:26])[CH:3]=1.[CH3:28][O:29][C:30]1[C:35]([CH3:36])=[C:34](B(O)O)[C:33]([CH3:40])=[CH:32][N:31]=1.C(OCC)(=O)C.O>O1CCOCC1>[O:18]1[CH2:19][CH:13]([N:12]2[C:8]([C:5]3[CH:6]=[CH:7][C:2]([C:34]4[C:33]([CH3:40])=[CH:32][N:31]=[C:30]([O:29][CH3:28])[C:35]=4[CH3:36])=[CH:3][C:4]=3[N+:25]([O-:27])=[O:26])=[C:9]([C:20]([O:22][CH2:23][CH3:24])=[O:21])[CH:10]=[N:11]2)[CH2:14][O:15][CH2:16][CH2:17]1. Procedure details: Water (0.2 mL), (2-methoxy-3,5-dimethylpyridin-4-yl)boronic acid (39.5 mg) obtained in Preparation Example 29, Pd(PPh3)4 (10.5 mg) and cesium carbonate (178 mg) were added to a solution of ethyl 5-(4-bromo-2-nitrophenyl)-1-(1,4-dioxepan-6-yl)-1H-pyrazole-4-carboxylate (80 mg) obtained in Preparation Example 9-(2) in 1,4-dioxane (1.3 mL), and the reaction mixture was stirred at 100° C. for 6.75 hours. (2-methoxy-3,5-dimethylpyridin-4-yl)boronic acid (15 mg) was added to the reaction mixture and t... Reported procedure: 0.5 ml of glacial acetic acid was added to a solution of 10.0 g (84.0 mmol) of 6-methyl-2-vinylpyridine and 10.2 g (84 mmol) of N-methylbenzylamine in 100 ml of a mixture of methanol with water (1:1) and the mixture thus obtained was refluxed for 8 h. The mixture was concentrated and the residue was purified by silica gel column chromatography (chloroform/methanol/aqueous ammonia=97:3:0.3). A fraction containing the intended compound was concentrated to give the compound in the form of an oil. The reactants are C(C)(=O)O (acetic acid), CC1=CC=CC(=N1)C=C (6-methyl-2-vinylpyridine), CNCC1=CC=CC=C1 (N-methylbenzylamine), CO (methanol). Run in mixture, O (water). Product: CN(CC1=CC=CC=C1)CCC1=NC(=CC=C1)C (N-methyl-N-benzyl(6-methyl-2-pyridyl)ethylamine). As a reaction SMILES: C(O)(=O)C.[CH3:5][C:6]1[N:11]=[C:10]([CH:12]=[CH2:13])[CH:9]=[CH:8][CH:7]=1.[CH3:14][NH:15][CH2:16][C:17]1[CH:22]=[CH:21][CH:20]=[CH:19][CH:18]=1.CO>O>[CH3:14][N:15]([CH2:13][CH2:12][C:10]1[CH:9]=[CH:8][CH:7]=[C:6]([CH3:5])[N:11]=1)[CH2:16][C:17]1[CH:22]=[CH:21][CH:20]=[CH:19][CH:18]=1. The reactants are C(OC)([O-])=O.[Mg+2].COC([O-])=O (Magnesium methyl carbonate), C(=O)=O (carbon dioxide), C(CCCCCCCCCCC)C1=CC=C(C=C1)C(C)=O (4'-dodecylacetophenone), N=1CCCCC1 (2,3,4,5-tetrahydropyridine), C1CCN2C3CCCCN3C4CCCCN4C2C1 (α-tripiperidein), Cl (HCl). Solvent: CO (methanol). Reaction conditions: temperature 120 celsius, time 4 hour. Product: C(CCCCCCCCCCC)C1=CC=C(C=C1)C(CC1NCCCC1)=O (4'-Dodecyl-2-(2-piperidyl)acetophenone). Yield: 80.0%. As a reaction SMILES: C(=O)([O-])OC.[Mg+2].COC(=O)[O-].[CH2:12]([C:24]1[CH:29]=[CH:28][C:27]([C:30](=[O:32])[CH3:31])=[CH:26][CH:25]=1)[CH2:13][CH2:14][CH2:15][CH2:16][CH2:17][CH2:18][CH2:19][CH2:20][CH2:21][CH2:22][CH3:23].[N:33]1[CH2:34][CH2:35][CH2:36][CH2:37][CH:38]=1.C1CC2N(C3N(C4N2CCCC4)CCCC3)CC1.C(=O)=O.Cl>CO>[CH2:12]([C:24]1[CH:25]=[CH:26][C:27]([C:30](=[O:32])[CH2:31][CH:38]2[CH2:37][CH2:36][CH2:35][CH2:34][NH:33]2)=[CH:28][CH:29]=1)[CH2:13][CH2:14][CH2:15][CH2:16][CH2:17][CH2:18][CH2:19][CH2:20][CH2:21][CH2:22][CH3:23] |f:0.1.2|. Reported procedure: Magnesium methyl carbonate (0.5 mole 1 M in dimethylformamide) is heated to 120°C. under an atmosphere of carbon dioxide. The compound 4'-dodecylacetophenone, 28.9 g (0.1 mole), is added, and the mixture stirred at 120°C. for 4 hours under a stream of nitrogen, allowing the methanol that forms to escape. The reaction mixture is cooled to room temperature under an atmosphere of carbon dioxide and 10.1 g (0.12 mole) of 2,3,4,5-tetrahydropyridine trimer (α-tripiperidein) is added. The mixture is st... Reactants: CNC(=O)N(O)C1=C(C=C(C(=C1)Cl)Cl)Cl (1-Methyl-3-(2',4',5'-trichlorophenyl)-3-hydroxyurea), [OH-].[Na+] (sodium hydroxide), ClC(=O)OCC (Ethyl chloroformate). Solvent: O1CCOCC1 (dioxane). Run at time 0.5 hour. Product: ClC1=C(C=C(C(=C1)Cl)Cl)N1OC(N(C1=O)C)=O (2-(2',4',5'-trichlorophenyl)-4-methyl-1,2,4-oxadiazolidine-3,5-dione). As a reaction SMILES: [CH3:1][NH:2][C:3]([N:5]([C:7]1[CH:12]=[C:11]([Cl:13])[C:10]([Cl:14])=[CH:9][C:8]=1[Cl:15])O)=[O:4].[OH-].[Na+].Cl[C:19]([O:21]CC)=[O:20]>O1CCOCC1>[Cl:15][C:8]1[CH:9]=[C:10]([Cl:14])[C:11]([Cl:13])=[CH:12][C:7]=1[N:5]1[C:3](=[O:4])[N:2]([CH3:1])[C:19](=[O:20])[O:21]1 |f:1.2|. Procedure: 1-Methyl-3-(2',4',5'-trichlorophenyl)-3-hydroxyurea (8 g; 0.03 mole) was dissolved in cooled (10° C.) 2 N aqueous sodium hydroxide solution (18 ml.) and mixed with dioxane (80 ml.). Ethyl chloroformate (3.3 ml; 0.034 mole) was added dropwise to the reaction mixture at 10°-15° C. with stirring. The stirring was continued for about 1/2 hour after the addition was completed. The dark, oily product was separated and recrystallized from methanol and boiled with powdered charcoal to yield 2-(2',4',5'-... The reactants are CC1=C(N=C(O1)C1=CC=CC=C1)COC1=CC=C(COC2=C(C3=CC=CC=C3C=C2)CCC(=O)OCC)C=C1 (ethyl 3-[2-[4-[(5-methyl-2-phenyl-4-oxazolyl)methoxy]benzyloxy]-1-naphthyl]propionate), O1CCCC1 (tetrahydrofuran), [OH-].[Na+] (sodium hydroxide). The solvent is C(C)O (ethanol). Conditions: time 2 hour. Product: CC1=C(N=C(O1)C1=CC=CC=C1)COC1=CC=C(COC2=C(C3=CC=CC=C3C=C2)CCC(=O)O)C=C1 (3-[2-[4-[(5-methyl-2-phenyl-4-oxazolyl)methoxy]benzyloxy]-1-naphthyl]propionic acid). The yield is 93.8%. Reaction SMILES: [CH3:1][C:2]1[O:6][C:5]([C:7]2[CH:12]=[CH:11][CH:10]=[CH:9][CH:8]=2)=[N:4][C:3]=1[CH2:13][O:14][C:15]1[CH:39]=[CH:38][C:18]([CH2:19][O:20][C:21]2[CH:30]=[CH:29][C:28]3[C:23](=[CH:24][CH:25]=[CH:26][CH:27]=3)[C:22]=2[CH2:31][CH2:32][C:33]([O:35]CC)=[O:34])=[CH:17][CH:16]=1.O1CCCC1.[OH-].[Na+]>C(O)C>[CH3:1][C:2]1[O:6][C:5]([C:7]2[CH:12]=[CH:11][CH:10]=[CH:9][CH:8]=2)=[N:4][C:3]=1[CH2:13][O:14][C:15]1[CH:16]=[CH:17][C:18]([CH2:19][O:20][C:21]2[CH:30]=[CH:29][C:28]3[C:23](=[CH:24][CH:25]=[CH:26][CH:27]=3)[C:22]=2[CH2:31][CH2:32][C:33]([OH:35])=[O:34])=[CH:38][CH:39]=1 |f:2.3|. Reported procedure: To a mixture of ethyl 3-[2-[4-[(5-methyl-2-phenyl-4-oxazolyl)methoxy]benzyloxy]-1-naphthyl]propionate (1.16 g), tetrahydrofuran (5 mL) and ethanol (5 mL) was added a 1N aqueous sodium hydroxide solution (5 mL) and the mixture was stirred at room temperature for 2 hrs. The reaction mixture was concentrated, and dilute hydrochloric acid was added to acidify the residue. The precipitated solid was collected by filtration and dried with air to give crystals (1.03 g, 94%) of 3-[2-[4-[(5-methyl-2-phen... The reactants are O=C1CCCC(Br)c2ccccc21, CC(C)(C)OC(=O)N1CCNCC1, O=C([O-])[O-], [K+], [K+], CN(C)C=O, O. The product is CC(C)(C)OC(=O)N1CCN(C2CCCC(=O)c3ccccc32)CC1. Reaction SMILES: [Br:1][CH:2]1[CH2:3][CH2:4][CH2:5][C:6](=[O:13])[c:7]2[c:8]1[cH:9][cH:10][cH:11][cH:12]2.[C:14]([CH3:15])([CH3:16])([CH3:17])[O:18][C:19](=[O:20])[N:21]1[CH2:22][CH2:23][NH:24][CH2:25][CH2:26]1.[C:27](=[O:28])([O-:29])[O-:30].[K+:31].[K+:32].[O:34]=[CH:35][N:36]([CH3:37])[CH3:38].[OH2:33]>>[CH:2]1([N:24]2[CH2:23][CH2:22][N:21]([C:19]([O:18][C:14]([CH3:15])([CH3:16])[CH3:17])=[O:20])[CH2:26][CH2:25]2)[CH2:3][CH2:4][CH2:5][C:6](=[O:13])[c:7]2[c:8]1[cH:9][cH:10][cH:11][cH:12]2. Product: C(C)OC(C(CC(=O)OCC)C(=O)OCC)=O (Diethyl-2-carbethoxysuccinate). Reaction conditions: time 16 hour. As a reaction SMILES: [C:1]([O:7][CH2:8][CH3:9])(=[O:6])[CH2:2][C:3]([O-:5])=[O:4].Br[CH2:11][C:12]([O:14][CH2:15][CH3:16])=[O:13].[Cl-].[Na+].Cl[CH:20](Cl)[CH3:21]>O1CCCC1>[CH2:8]([O:7][C:1](=[O:6])[CH:2]([C:3]([O:5][CH2:20][CH3:21])=[O:4])[CH2:11][C:12]([O:14][CH2:15][CH3:16])=[O:13])[CH3:9] |f:2.3|. Reactants: C(CC(=O)[O-])(=O)OCC (ethyl malonate), [Cl-].[Na+] (sodium chloride), ClC(C)Cl (dichloroethane), BrCC(=O)OCC (Ethyl bromoacetate). Solvent: O1CCCC1 (tetrahydrofuran). Reported procedure: Diethyl-2-carbethoxysuccinate (formula 3, in which R are ethyl groups) is prepared by dissolving ethyl malonate (66 g, 0.5 moles) in tetrahydrofuran (500 ml). Sodium hydride (19.7 g of a 66% suspension in oil) (0.5 mole) is washed twice with petroleum ether (b.p. 30°-66°) and added to the stirred solution in small portions. Ethyl bromoacetate (83.5 g, 0.5 moles) is then added slowly from a dropping funnel. After stirring for 16 hours, the resultant white suspension is transferred to a separatory... Starting materials: Cl (HCl), ClC1=NC=CC=C1[N+](=O)[O-] (2-chloro-3-nitro-pyridine), COC(CC1=C(C=C(C=C1Cl)N)Cl)=O ((4-amino-2,6-dichloro-phenyl)-acetic acid methyl ester), O1CCOCC1 (dioxane), solution. The solvent is CO.O1CCOCC1 (MeOH dioxane). Reaction conditions: temperature 100 celsius, time 46.5 hour. The product is COC(CC1=C(C=C(C=C1Cl)NC1=NC=CC=C1[N+](=O)[O-])Cl)=O ([2,6-Dichloro-4-(3-nitro-pyridin-2-ylamino)-phenyl]-acetic acid methyl ester). As a reaction SMILES: Cl[C:2]1[C:7]([N+:8]([O-:10])=[O:9])=[CH:6][CH:5]=[CH:4][N:3]=1.[CH3:11][O:12][C:13](=[O:24])[CH2:14][C:15]1[C:20]([Cl:21])=[CH:19][C:18]([NH2:22])=[CH:17][C:16]=1[Cl:23].Cl.O1CCOCC1>CO.O1CCOCC1>[CH3:11][O:12][C:13](=[O:24])[CH2:14][C:15]1[C:16]([Cl:23])=[CH:17][C:18]([NH:22][C:2]2[C:7]([N+:8]([O-:10])=[O:9])=[CH:6][CH:5]=[CH:4][N:3]=2)=[CH:19][C:20]=1[Cl:21] |f:4.5|. Procedure: A mixture of 2-chloro-3-nitro-pyridine (5.0 g, 31.4 mmol), (4-amino-2,6-dichloro-phenyl)-acetic acid methyl ester (7.8 g 33.3 mmol), and a 4 N solution of HCl in dioxane (12 mL, 48.0 mmol, 2.9 equiv) in MeOH/dioxane (60 mL; 1:1, v/v) is stirred for 46.5 h at 100° C. The reaction mixture is allowed to cool to rt and concentrated in vacuo. The residue is dissolved in EtOAc, washed with a saturated aqueous solution of NaHCO3, dried (Na2SO4), filtered and concentrated. Purification of the crude prod... The reactants are [Br-], O=C(O)CCCC[P+](c1ccccc1)(c1ccccc1)c1ccccc1, [Li]CCCC, CCCCc1ncc(C=O)n1Cc1ccccc1Cl, CCCCCC, C1CCOC1, O. Product: CCCCc1ncc(CC=CCCC(=O)O)n1Cc1ccccc1Cl. RXN SMILES: [Br-:1].[C:2](=[O:3])([OH:4])[CH2:5][CH2:6][CH2:7][CH2:8][P+:9]([c:10]1[cH:11][cH:12][cH:13][cH:14][cH:15]1)([c:16]1[cH:17][cH:18][cH:19][cH:20][cH:21]1)[c:22]1[cH:23][cH:24][cH:25][cH:26][cH:27]1.[CH2:28]([Li:29])[CH2:30][CH2:31][CH3:32].[CH2:39]([CH2:40][CH2:41][CH3:42])[c:43]1[n:44]([CH2:50][c:51]2[c:52]([Cl:57])[cH:53][cH:54][cH:55][cH:56]2)[c:45]([CH:48]=[O:49])[cH:46][n:47]1.[CH3:33][CH2:34][CH2:35][CH2:36][CH2:37][CH3:38].[O:58]1[CH2:59][CH2:60][CH2:61][CH2:62]1.[OH2:63]>>[C:2](=[O:3])([OH:4])[CH2:5][CH2:6][CH:7]=[CH:8][CH2:48][c:45]1[n:44]([CH2:50][c:51]2[c:52]([Cl:57])[cH:53][cH:54][cH:55][cH:56]2)[c:43]([CH2:39][CH2:40][CH2:41][CH3:42])[n:47][cH:46]1.